This data is from the Open Reaction Database (ORD), a public repository of structured organic reaction records. The task is: describe an organic reaction: reactants, conditions, products, and yield Reactants: COC(=O)C(C)(C)CCCCCI, CN(C)C=O, O=C1c2ccccc2C(=O)N1c1ccc(O)cc1. The product is COC(=O)C(C)(C)CCCCCOc1ccc(N2C(=O)c3ccccc3C2=O)cc1. As a reaction SMILES: [CH3:19][C:20]([C:21](=[O:22])[O:23][CH3:24])([CH2:25][CH2:26][CH2:27][CH2:28][CH2:29][I:30])[CH3:31].[O:32]=[CH:33][N:34]([CH3:35])[CH3:36].[OH:1][c:2]1[cH:3][cH:4][c:5]([N:8]2[C:9](=[O:18])[c:10]3[c:11]([cH:14][cH:15][cH:16][cH:17]3)[C:12]2=[O:13])[cH:6][cH:7]1>>[O:1]([c:2]1[cH:3][cH:4][c:5]([N:8]2[C:9](=[O:18])[c:10]3[c:11]([cH:14][cH:15][cH:16][cH:17]3)[C:12]2=[O:13])[cH:6][cH:7]1)[CH2:29][CH2:28][CH2:27][CH2:26][CH2:25][C:20]([CH3:19])([C:21](=[O:22])[O:23][CH3:24])[CH3:31]. Starting materials: Cc1cc(N)nc(C)c1-c1ccccc1, CCOC(C)=O, O=C=NC(=O)c1c(Cl)cccc1Cl. The product is Cc1cc(NC(=O)NC(=O)c2c(Cl)cccc2Cl)nc(C)c1-c1ccccc1. As a reaction SMILES: [CH3:1][c:2]1[cH:3][c:4]([NH2:15])[n:5][c:6]([CH3:14])[c:7]1-[c:8]1[cH:9][cH:10][cH:11][cH:12][cH:13]1.[CH3:29][CH2:30][O:31][C:32](=[O:33])[CH3:34].[Cl:16][c:17]1[c:18]([C:19](=[O:20])[N:21]=[C:22]=[O:23])[c:24]([Cl:28])[cH:25][cH:26][cH:27]1>>[CH3:1][c:2]1[cH:3][c:4]([NH:15][C:22]([NH:21][C:19]([c:18]2[c:17]([Cl:16])[cH:27][cH:26][cH:25][c:24]2[Cl:28])=[O:20])=[O:23])[n:5][c:6]([CH3:14])[c:7]1-[c:8]1[cH:9][cH:10][cH:11][cH:12][cH:13]1.